This data is from the Open Reaction Database (ORD), a public repository of structured organic reaction records. The task is: describe an organic reaction: reactants, conditions, products, and yield The reactants are CCCCc1nc(=O)c2cc(C=O)ccc2[nH]1, CN1CCCC1=O, C[Si](C)(C)[N-][Si](C)(C)C, [Li+], C1CCOC1. Product: CCCCc1nc(=O)c2cc(C(O)C3CCN(C)C3=O)ccc2[nH]1. Reaction SMILES: [CH2:18]([CH2:19][CH2:20][CH3:21])[c:22]1[nH:23][c:24]2[cH:25][cH:26][c:27]([CH:33]=[O:34])[cH:28][c:29]2[c:30](=[O:32])[n:31]1.[CH3:1][N:2]1[C:3](=[O:7])[CH2:4][CH2:5][CH2:6]1.[CH3:8][Si:9]([N-:10][Si:11]([CH3:12])([CH3:13])[CH3:14])([CH3:15])[CH3:16].[Li+:17].[O:35]1[CH2:36][CH2:37][CH2:38][CH2:39]1>>[CH3:1][N:2]1[C:3](=[O:7])[CH:4]([CH:33]([c:27]2[cH:26][cH:25][c:24]3[nH:23][c:22]([CH2:18][CH2:19][CH2:20][CH3:21])[n:31][c:30](=[O:32])[c:29]3[cH:28]2)[OH:34])[CH2:5][CH2:6]1. The reactants are [Br-], [Br-], ClCCl, COCCOCOc1cc(Cl)cc(Cl)c1CCC1CC(O)CC(=O)O1, [Zn+2]. Product: O=C1CC(O)CC(CCc2c(O)cc(Cl)cc2Cl)O1. RXN SMILES: [Br-:29].[Br-:31].[CH2:26]([Cl:27])[Cl:28].[Cl:1][c:2]1[c:3]([CH2:16][CH2:17][CH:18]2[CH2:19][CH:20]([OH:25])[CH2:21][C:22](=[O:24])[O:23]2)[c:4]([O:9][CH2:10][O:11][CH2:12][CH2:13][O:14][CH3:15])[cH:5][c:6]([Cl:8])[cH:7]1.[Zn+2:30]>>[Cl:1][c:2]1[c:3]([CH2:16][CH2:17][CH:18]2[CH2:19][CH:20]([OH:25])[CH2:21][C:22](=[O:24])[O:23]2)[c:4]([OH:9])[cH:5][c:6]([Cl:8])[cH:7]1. The reactants are Cl (HCl), B#B (diborane), C(CCCC)(=O)C=1OC=CC1 (2-valeryl furan), CO (methanol). Run in CCOCC (ether), C1CCOC1 (THF). Conditions: temperature 10 celsius. Product: O1C(=CC=C1)[C@H](CCCC)O ((S)-1-(2-Furyl)-1-pentanol). The yield is 70.0%. RXN SMILES: B#B.[C:3]([C:9]1[O:10][CH:11]=[CH:12][CH:13]=1)(=[O:8])[CH2:4][CH2:5][CH2:6][CH3:7].CO.Cl>C1COCC1.CCOCC>[O:10]1[CH:11]=[CH:12][CH:13]=[C:9]1[C@@H:3]([OH:8])[CH2:4][CH2:5][CH2:6][CH3:7]. Reported procedure: 10.4 mmol (10.4 mL) of diborane (1M solution in THF) was added dropwise in a period of 10 m at room temperature to a solution of 2-valeryl furan (2.62 g, 17.2 mmol) and 1.68 mmol (4.2 mL) of (3aR)-1,3,3-triphenyl pyrrolidino [1,2-c) [1,3,2) oxazaborole (see E. J. Corey et al. J. Am. Chem. Soc. 1987, 109, 7925-26, 0.4M solution in THF) in 25 mL THF. The reaction mixture was stirred for 20 m and was cooled to 10° C. 6 mL methanol was cautiously added and followed by adding 62 mg HCl (by weight) in... Starting materials: CC(=O)SCC(C(=O)NC(Cc1c[nH]c2ccccc12)C(=O)O)C(F)(F)F, Cc1ccccc1, CCOC(C)=O, CO, CC(=O)O, [K+], [NH4+], [OH-], O, O=S(=O)([O-])O. Yields the product O=C(O)C(Cc1c[nH]c2ccccc12)NC(=O)C(CS)C(F)(F)F. As a reaction SMILES: [C:1](=[O:2])([CH3:3])[S:4][CH2:5][CH:6]([C:7](=[O:8])[NH:9][CH:10]([CH2:11][c:12]1[cH:13][nH:14][c:15]2[cH:16][cH:17][cH:18][cH:19][c:20]12)[C:21](=[O:22])[OH:23])[C:24]([F:25])([F:26])[F:27].[CH3:34][c:35]1[cH:36][cH:37][cH:38][cH:39][cH:40]1.[CH3:41][CH2:42][O:43][C:44](=[O:45])[CH3:46].[CH3:50][OH:51].[CH3:52][C:53](=[O:54])[OH:55].[K+:33].[NH4+:47].[OH-:48].[OH2:49].[S:28]([O-:29])([OH:30])(=[O:31])=[O:32]>>[SH:4][CH2:5][CH:6]([C:7](=[O:8])[NH:9][CH:10]([CH2:11][c:12]1[cH:13][nH:14][c:15]2[cH:16][cH:17][cH:18][cH:19][c:20]12)[C:21](=[O:22])[OH:23])[C:24]([F:25])([F:26])[F:27]. The reactants are N1[C@@H](CCC1=O)C(=O)OCC1=CC=CC=C1 (benzyl (L)-pyroglutamate), [H-].[Na+] (sodium hydride), COC=1C=C(C(=O)Cl)C=CC1OC (3,4-dimethoxybenzoyl chloride). Run in C1=CC=CC=C1 (benzene), C1=CC=CC=C1 (benzene), C1=CC=CC=C1 (benzene). Conditions: time 1 hour. The product is COC=1C=C(C(=O)N2[C@@H](CCC2=O)C(=O)OCC2=CC=CC=C2)C=CC1OC (benzyl N-(3,4-dimethoxybenzoyl)-(L)-pyroglutamate). Reaction SMILES: [NH:1]1[C:5](=[O:6])[CH2:4][CH2:3][C@H:2]1[C:7]([O:9][CH2:10][C:11]1[CH:16]=[CH:15][CH:14]=[CH:13][CH:12]=1)=[O:8].[H-].[Na+].[CH3:19][O:20][C:21]1[CH:22]=[C:23]([CH:27]=[CH:28][C:29]=1[O:30][CH3:31])[C:24](Cl)=[O:25]>C1C=CC=CC=1>[CH3:19][O:20][C:21]1[CH:22]=[C:23]([CH:27]=[CH:28][C:29]=1[O:30][CH3:31])[C:24]([N:1]1[C:5](=[O:6])[CH2:4][CH2:3][C@H:2]1[C:7]([O:9][CH2:10][C:11]1[CH:16]=[CH:15][CH:14]=[CH:13][CH:12]=1)=[O:8])=[O:25] |f:1.2|. Reported procedure: A solution of 24.1 g (0.11 mol) of benzyl (L)-pyroglutamate, prepared according to Example II(1), in 200 ml of benzene is added over 11/2 hours to a suspension of 5.28 g (0.11 mol) of sodium hydride in 20 ml of dry benzene. After stirring for 1 hour at ordinary temperature, a solution of 22.1 g (0.11 mol) of 3,4-dimethoxybenzoyl chloride in 180 ml of benzene is run in.